This data is from the Open Reaction Database (ORD), a public repository of structured organic reaction records. The task is: describe an organic reaction: reactants, conditions, products, and yield The solvent is CO (MeOH). Product: N1=CC=CC=2C(=NC=CC12)N (1,6-naphthyridin-5-amine). Isolated yield 81.0%. RXN SMILES: [N:1]([C:4]1[N:13]=[CH:12][CH:11]=[C:10]2[C:5]=1[CH:6]=[CH:7][CH:8]=[N:9]2)=[N+]=[N-].O.O.Cl[Sn]Cl.Cl.C([O-])(O)=O.[Na+]>CO>[N:9]1[C:10]2[CH:11]=[CH:12][N:13]=[C:4]([NH2:1])[C:5]=2[CH:6]=[CH:7][CH:8]=1 |f:1.2.3,5.6|. Procedure details: A solution of 5-azido-1,6-naphthyridine (3.2 g, 18.7 mmol) in MeOH (30 mL) was stirred at room temperature. SnCl2.2H2O (21 g, 93.6 mmol) was added to the mixture, followed by the addition of concentrated HCl (10 mL), then the mixture was refluxed for 5 h. The mixture was cooled to room temperature, and neutralized with sat. NaHCO3 to adjust the pH to 7-8. The mixture was filtered, and the aqueous phase was extracted with EtOAc (5×30 mL). The combined organic layers were dried with Na2SO4, filter... Starting materials: C(=O)(O)[O-].[Na+] (NaHCO3), N(=[N+]=[N-])C1=C2C=CC=NC2=CC=N1 (5-azido-1,6-naphthyridine), Cl (HCl), O.O.Cl[Sn]Cl (SnCl2.2H2O). Starting materials: BrC1=CC=C2C(=C(C=NC2=C1)N)NCC(C)C (7-Bromo-N4-isobutylquinoline-3,4-diamine), C(CCCC)(OC)(OC)OC (trimethyl orthovalerate). Reagents/catalysts: Cl.N1=CC=CC=C1 (pyridine hydrochloride). Solvent: C1(=CC=CC=C1)C (toluene). Product: BrC=1C=CC=2C3=C(C=NC2C1)N=C(N3CC(C)C)CCCC (7-bromo-2-butyl-1-isobutyl-1H-imidazo[4,5-c]quinoline). Yield: 43.9%. As a reaction SMILES: [Br:1][C:2]1[CH:11]=[C:10]2[C:5]([C:6]([NH:13][CH2:14][CH:15]([CH3:17])[CH3:16])=[C:7]([NH2:12])[CH:8]=[N:9]2)=[CH:4][CH:3]=1.[C:18](OC)(OC)(OC)[CH2:19][CH2:20][CH2:21][CH3:22]>Cl.N1C=CC=CC=1.C1(C)C=CC=CC=1>[Br:1][C:2]1[CH:3]=[CH:4][C:5]2[C:6]3[N:13]([CH2:14][CH:15]([CH3:17])[CH3:16])[C:18]([CH2:19][CH2:20][CH2:21][CH3:22])=[N:12][C:7]=3[CH:8]=[N:9][C:10]=2[CH:11]=1 |f:2.3|. Procedure: 7-Bromo-N4-isobutylquinoline-3,4-diamine (39.4 g of crude material), trimethyl orthovalerate (32 g, 0.20 mol), and pyridine hydrochloride (0.31 g, 2.7 mmol) were combined with anhydrous toluene (500 mL) and heated to reflux for 30 min. The reaction was cooled to room temperature, concentrated, and the residue was purified by chromatography on silica gel (75% ethyl acetate in hexane to 100% ethyl acetate gradient) to afford 21.2 g of 7-bromo-2-butyl-1-isobutyl-1H-imidazo[4,5-c]quinoline as a yell... Starting materials: CNC[C@H](O)[C@@H](O)[C@H](O)[C@H](O)CO (N-methyl-D-glucamine), C(=O)(O)CN1C(SC(C1=O)=CC=CC1=C(C=CC=C1)C)=S (3-carboxymethyl-5-(2-methylcinnamylidene)rhodanine), Example 1 ( 35 ), S1C(=S)NC(=O)C1 (rhodanine), CO (methanol). Solvent: O (water). The product is CNC[C@H](O)[C@@H](O)[C@H](O)[C@H](O)CO.C(=O)(O)CN1C(S/C(/C1=O)=C/C=C/C1=C(C=CC=C1)C)=S ((E,E)-3-Carboxymethyl-5-(2-methylcinnamylidene)rhodanine N-methyl-D-glucamine salt). Isolated yield 72.5%. As a reaction SMILES: [CH3:1][NH:2][CH2:3][C@@H:4]([C@H:6]([C@@H:8]([C@@H:10]([CH2:12][OH:13])[OH:11])[OH:9])[OH:7])[OH:5].[C:14]([CH2:17][N:18]1[C:22](=[O:23])[C:21](=[CH:24][CH:25]=[CH:26][C:27]2[CH:32]=[CH:31][CH:30]=[CH:29][C:28]=2[CH3:33])[S:20][C:19]1=[S:34])([OH:16])=[O:15].S1CC(=O)NC1=S.CO>O>[CH3:1][NH:2][CH2:3][C@@H:4]([C@H:6]([C@@H:8]([C@@H:10]([CH2:12][OH:13])[OH:11])[OH:9])[OH:7])[OH:5].[C:14]([CH2:17][N:18]1[C:22](=[O:23])/[C:21](=[CH:24]\[CH:25]=[CH:26]\[C:27]2[CH:32]=[CH:31][CH:30]=[CH:29][C:28]=2[CH3:33])/[S:20][C:19]1=[S:34])([OH:16])=[O:15] |f:5.6|. Reported procedure: To a solution of 2.001 g of N-methyl-D-glucamine in 20 ml of water was added 3.194 g of 3-carboxymethyl-5-(2-methylcinnamylidene)rhodanine [prepared as described in Example 1 (35)], and the mixture was heated to dissolve the rhodanine derivative, and then 40 ml of methanol was added to the solution at the same temperature. The mixture was cooled to room temperature and the precipitated crystals were filtered. The resulting crystals were washed with 5 ml of mixture of water and methanol (1:2), an... RXN SMILES: [C:12](=[O:13])([O-:14])[O-:15].[CH3:18][O:19][S:20]([O:21][CH3:22])(=[O:23])=[O:24].[CH3:26][CH2:27][OH:28].[Cl:1][c:2]1[cH:3][c:4]([OH:11])[cH:5][c:6]([N+:8](=[O:9])[O-:10])[cH:7]1.[K+:16].[K+:17].[NH3:25].[OH2:29]>>[Cl:1][c:2]1[cH:3][c:4]([O:11][CH3:12])[cH:5][c:6]([N+:8](=[O:9])[O-:10])[cH:7]1. The product is COc1cc(Cl)cc([N+](=O)[O-])c1. Reactants: O=C([O-])[O-], COS(=O)(=O)OC, CCO, O=[N+]([O-])c1cc(O)cc(Cl)c1, [K+], [K+], N, O. Reactants: ice water, OC1C(C2=C(OC1(C)C)C=CS2)N2C(CCC2)=O (5,6-dihydro-6-hydroxy-5,5-dimethyl-7-(2-oxopyrrolidin-1-yl)-7H-thieno[3,2-b]pyran), C(C)(=O)OC(C)=O (acetic anhydride), IR(KBr). The reagents and catalysts are Cl(=O)(=O)(=O)O (perchloric acid). Product: C(C)(=O)OC1C(C2=C(OC1(C)C)C=CS2)N2C(CCC2)=O (6-Acetoxy-5,6-dihydro-5,5-dimethyl-7-(2-oxopyrrolidin-1-yl) -7H-thieno[3,2-b]pyran). Reaction SMILES: [OH:1][CH:2]1[C:7]([CH3:9])([CH3:8])[O:6][C:5]2[CH:10]=[CH:11][S:12][C:4]=2[CH:3]1[N:13]1[CH2:17][CH2:16][CH2:15][C:14]1=[O:18].[C:19](OC(=O)C)(=[O:21])[CH3:20]>Cl(O)(=O)(=O)=O>[C:19]([O:1][CH:2]1[C:7]([CH3:8])([CH3:9])[O:6][C:5]2[CH:10]=[CH:11][S:12][C:4]=2[CH:3]1[N:13]1[CH2:17][CH2:16][CH2:15][C:14]1=[O:18])(=[O:21])[CH3:20]. Procedure details: A solution of 5,6-dihydro-6-hydroxy-5,5-dimethyl-7-(2-oxopyrrolidin-1-yl)-7H-thieno[3,2-b]pyran (2.0 g, 7.48 mmol) and perchloric acid (70%, 10 drops) in acetic anhydride (20 mL) were stirred for 1 h at 0°-5° C. The solution was poured into ice water (100 mL). The product was extracted into dichloromethane, washed with water (4x), and evaporated in vacuo. The resultant oil was purified by flash chromatography, using 1% methanol in dichloromethane as the eluant, then crystallized from hexanes to ... Starting materials: N1(N=CN=C1)CCCN (1H-1,2,4-triazole-1-propanamine), C1=2C(=O)OC(NC1=CC=CC2)=O (isatoic anhydride). The solvent is C(C)O (ethanol). Reaction conditions: temperature 70 celsius. Product: NC1=C(C(=O)NCCCN2N=CN=C2)C=CC=C1 (2-Amino-N-[3-(1H-1,2,4-triazol-1-yl)propyl]benzamide). RXN SMILES: [N:1]1([CH2:6][CH2:7][CH2:8][NH2:9])[CH:5]=[N:4][CH:3]=[N:2]1.[C:10]12[C:16](=[CH:17][CH:18]=[CH:19][CH:20]=1)[NH:15]C(=O)O[C:11]2=[O:12]>C(O)C>[NH2:15][C:16]1[CH:17]=[CH:18][CH:19]=[CH:20][C:10]=1[C:11]([NH:9][CH2:8][CH2:7][CH2:6][N:1]1[CH:5]=[N:4][CH:3]=[N:2]1)=[O:12]. Procedure: A mixture of about 2.5 g of 1H-1,2,4-triazole-1-propanamine, about 3.26 g of isatoic anhydride and about 20 ml of ethanol was heated in an oil bath at about 70° C. for about 30 minutes and then concentrated. The residue was recrystallized from ethyl acetate and the desired product, mp 96°-98° C., was obtained.